Dataset: the Open Reaction Database (ORD), a public repository of structured organic reaction records. Task: describe an organic reaction: reactants, conditions, products, and yield The reactants are O=C=NCCOCc1ccccc1, ClCCl, OCCNCCO. The product is O=C(NCCOCc1ccccc1)N(CCO)CCO. Reaction SMILES: [CH2:1]([c:2]1[cH:3][cH:4][cH:5][cH:6][cH:7]1)[O:8][CH2:9][CH2:10][N:11]=[C:12]=[O:13].[Cl:21][CH2:22][Cl:23].[OH:14][CH2:15][CH2:16][NH:17][CH2:18][CH2:19][OH:20]>>[CH2:1]([c:2]1[cH:3][cH:4][cH:5][cH:6][cH:7]1)[O:8][CH2:9][CH2:10][NH:11][C:12](=[O:13])[N:17]([CH2:16][CH2:15][OH:14])[CH2:18][CH2:19][OH:20]. Product: CCOc1ccc(C(F)(F)F)cc1-c1cccn2nc(Nc3ccc4c(c3)CCN(CCS(C)(=O)=O)CC4)nc12. Reactants: O=C([O-])[O-], CCOc1ccc(C(F)(F)F)cc1-c1cccn2nc(Nc3ccc4c(c3)CCNCC4)nc12, CN(C)C=O, CCOC(C)=O, CS(=O)(=O)CCCl, [I-], [K+], [K+], [Na+]. As a reaction SMILES: [C:35](=[O:36])([O-:37])[O-:38].[CH2:1]([CH3:2])[O:3][c:4]1[c:5](-[c:14]2[c:15]3[n:16]([cH:17][cH:18][cH:19]2)[n:20][c:21]([NH:23][c:24]2[cH:25][c:26]4[c:27]([cH:33][cH:34]2)[CH2:28][CH2:29][NH:30][CH2:31][CH2:32]4)[n:22]3)[cH:6][c:7]([C:10]([F:11])([F:12])[F:13])[cH:8][cH:9]1.[CH3:50][N:51]([CH3:52])[CH:53]=[O:54].[CH3:55][CH2:56][O:57][C:58](=[O:59])[CH3:60].[Cl:41][CH2:42][CH2:43][S:44](=[O:45])(=[O:46])[CH3:47].[I-:49].[K+:39].[K+:40].[Na+:48]>>[CH2:1]([CH3:2])[O:3][c:4]1[c:5](-[c:14]2[c:15]3[n:16]([cH:17][cH:18][cH:19]2)[n:20][c:21]([NH:23][c:24]2[cH:25][c:26]4[c:27]([cH:33][cH:34]2)[CH2:28][CH2:29][N:30]([CH2:42][CH2:43][S:44](=[O:45])(=[O:46])[CH3:47])[CH2:31][CH2:32]4)[n:22]3)[cH:6][c:7]([C:10]([F:11])([F:12])[F:13])[cH:8][cH:9]1. The reactants are NCC(C1=C(C=CC=C1)F)C1=CNC2=CC(=CC=C12)NC(OCC1=CC=CC=C1)=O (benzyl 3-(2-amino-1-(2-fluorophenyl)ethyl)-1H-indol-6-ylcarbamate), O=CC(=O)OCC (ethyl 2-oxoacetate), C1(=CC=CC=C1)C (toluene), Cl (hydrogen chloride). Solvent: C(C)(=O)OCC.CCCCCC (ethyl acetate hexane), O1CCOCC1 (1,4-dioxane), O1CCOCC1 (1,4-dioxane). Reaction conditions: time 16 hour. Product: C(C1=CC=CC=C1)OC(=O)NC1=CC=C2C3=C(NC2=C1)C(=NC=C3C3=C(C=CC=C3)F)C(=O)OCC (Ethyl 7-(benzyloxycarbonylamino)-4-(2-fluorophenyl)-9H-pyrido[3,4-b]indole-1-carboxylate). Yield: 33.9%. RXN SMILES: [NH2:1][CH2:2][CH:3]([C:11]1[C:19]2[C:14](=[CH:15][C:16]([NH:20][C:21](=[O:30])[O:22][CH2:23][C:24]3[CH:29]=[CH:28][CH:27]=[CH:26][CH:25]=3)=[CH:17][CH:18]=2)[NH:13][CH:12]=1)[C:4]1[CH:9]=[CH:8][CH:7]=[CH:6][C:5]=1[F:10].O=[CH:32][C:33]([O:35][CH2:36][CH3:37])=[O:34].C1(C)C=CC=CC=1.Cl>O1CCOCC1.C(OCC)(=O)C.CCCCCC>[CH2:23]([O:22][C:21]([NH:20][C:16]1[CH:15]=[C:14]2[C:19]([C:11]3[C:3]([C:4]4[CH:9]=[CH:8][CH:7]=[CH:6][C:5]=4[F:10])=[CH:2][N:1]=[C:32]([C:33]([O:35][CH2:36][CH3:37])=[O:34])[C:12]=3[NH:13]2)=[CH:18][CH:17]=1)=[O:30])[C:24]1[CH:25]=[CH:26][CH:27]=[CH:28][CH:29]=1 |f:5.6|. Procedure: To a solution of benzyl 3-(2-amino-1-(2-fluorophenyl)ethyl)-1H-indol-6-ylcarbamate (0.586 g, 1.452 mmol) and ethyl 2-oxoacetate in toluene (50%) (0.576 mL, 2.90 mmol) in 1,4-dioxane (15 mL) at room temperature was added hydrogen chloride in 1,4-dioxane (0.436 mL, 1.743 mmol). The mixture was stirred room temperature for 16 hr. The volatiles were removed under vacuum. The residue was diluted with water (30 mL), basified with NaHCO3 solution to pH 10, and extracted with ethyl acetate (3×30 mL). Th... Starting materials: compound, ClC1=NC=NC2=CC=C(C=C12)O (4-chloro-6-hydroxy-quinazoline), ClC1=NC=CC=C1F (2-chloro-3-fluoropyridine), NC1=NN(C=C1)C (3-amino-1-methyl-1H-pyrazole). As a reaction SMILES: Cl[C:2]1[C:7]([F:8])=[CH:6][CH:5]=[CH:4][N:3]=1.[NH2:9][C:10]1[CH:14]=[CH:13][N:12]([CH3:15])[N:11]=1.Cl[C:17]1[C:26]2[C:21](=[CH:22][CH:23]=[C:24]([OH:27])[CH:25]=2)[N:20]=[CH:19][N:18]=1>>[F:8][C:7]1[C:2]([O:27][C:24]2[CH:25]=[C:26]3[C:21](=[CH:22][CH:23]=2)[N:20]=[CH:19][N:18]=[C:17]3[NH:9][C:10]2[CH:14]=[CH:13][N:12]([CH3:15])[N:11]=2)=[N:3][CH:4]=[CH:5][CH:6]=1. The product is FC=1C(=NC=CC1)OC=1C=C2C(=NC=NC2=CC1)NC1=NN(C=C1)C ([6-(3-Fluoropyridin-2-yloxy)quinazolin-4-yl]-(1-methyl-1H-pyrazol-3-yl)-amine). Procedure details: The compound of Example 155 was manufactured by the same method as in Example 95, by a similar method thereto or by a combination of such a method with a conventional method using 2-chloro-3-fluoropyridine, 3-amino-1-methyl-1H-pyrazole and 4-chloro-6-hydroxy-quinazoline. The reactants are C(C)C1C(CC(C(C(OC(C2CCCCN2C(C(C2(C(CC(C(C(CC(CC(=C1)C)C)OC)O2)OC)C)O)=O)=O)=O)C(=CC2CC(C(CC2)=O)OC2=CC=CC=C2)C)C)O)=O (17-ethyl-1,14-dihydroxy-12-[2'-(3"-phenoxy-4"-oxocyclohexyl]-1'-methylvinyl]-23,25-dimethoxy-13,19,21,27-tetramethyl-11,28-dioxa-4-azatricyclo[22.3.1.04,9 ]octacos-18-ene-2,3,10,16-tetraone), C(C1=CC=CC=C1)N (benzyl amine), C(#N)[BH3-].[Na+] (sodium cyanoborohydride), ice water. The solvent is C(C)(C)O (isopropyl alcohol), C(C)(C)O (isopropyl alcohol). Reaction conditions: time 30 minute. Yields the product C(C)C1C(CC(C(C(OC(C2CCCCN2C(C(C2(C(CC(C(C(CC(CC(=C1)C)C)OC)O2)OC)C)O)=O)=O)=O)C(=CC2CC(C(CC2)NCC2=CC=CC=C2)OC2=CC=CC=C2)C)C)O)=O (17-Ethyl-1,14-dihydroxy-12-[2'-(4"-benzylamino-3"-phenoxycyclohexyl)-1'-methylvinyl]-23,25-dimethoxy-13,19,21,27-tetramethyl-11,28-dioxa-4-azatricyclo[22.3.1.04,9 ]octacos-18-ene-2,3,10,16-tetraone). As a reaction SMILES: [CH2:1]([CH:3]1[CH:29]=[C:28]([CH3:30])[CH2:27][CH:26]([CH3:31])[CH2:25][CH:24]([O:32][CH3:33])[CH:23]2[O:34][C:19]([OH:38])([CH:20]([CH3:37])[CH2:21][CH:22]2[O:35][CH3:36])[C:18](=[O:39])[C:17](=[O:40])[N:16]2[CH:11]([CH2:12][CH2:13][CH2:14][CH2:15]2)[C:10](=[O:41])[O:9][CH:8]([C:42]([CH3:58])=[CH:43][CH:44]2[CH2:49][CH2:48][C:47](=O)[CH:46]([O:51][C:52]3[CH:57]=[CH:56][CH:55]=[CH:54][CH:53]=3)[CH2:45]2)[CH:7]([CH3:59])[CH:6]([OH:60])[CH2:5][C:4]1=[O:61])[CH3:2].[CH2:62]([NH2:69])[C:63]1[CH:68]=[CH:67][CH:66]=[CH:65][CH:64]=1.C([BH3-])#N.[Na+]>C(O)(C)C>[CH2:1]([CH:3]1[CH:29]=[C:28]([CH3:30])[CH2:27][CH:26]([CH3:31])[CH2:25][CH:24]([O:32][CH3:33])[CH:23]2[O:34][C:19]([OH:38])([CH:20]([CH3:37])[CH2:21][CH:22]2[O:35][CH3:36])[C:18](=[O:39])[C:17](=[O:40])[N:16]2[CH:11]([CH2:12][CH2:13][CH2:14][CH2:15]2)[C:10](=[O:41])[O:9][CH:8]([C:42]([CH3:58])=[CH:43][CH:44]2[CH2:49][CH2:48][CH:47]([NH:69][CH2:62][C:63]3[CH:68]=[CH:67][CH:66]=[CH:65][CH:64]=3)[CH:46]([O:51][C:52]3[CH:57]=[CH:56][CH:55]=[CH:54][CH:53]=3)[CH2:45]2)[CH:7]([CH3:59])[CH:6]([OH:60])[CH2:5][C:4]1=[O:61])[CH3:2] |f:2.3|. Procedure details: To a solution of 17-ethyl-1,14-dihydroxy-12-[2'-(3"-phenoxy-4"-oxocyclohexyl]-1'-methylvinyl]-23,25-dimethoxy-13,19,21,27-tetramethyl-11,28-dioxa-4-azatricyclo[22.3.1.04,9 ]octacos-18-ene-2,3,10,16-tetraone in dry isopropyl alcohol (3 ml) is added benzyl amine (87 mg). The mixture is stirred at r.t. for 30 minutes, and cooled to -78° C. To this solution is added a solution of sodium cyanoborohydride (6.7 mg) in isopropyl alcohol (0.5 ml). The reaction is stirred at -78° C. and poured into ice wa... The reactants are C([O-])([O-])=O.[Cs+].[Cs+] (cesium carbonate), N1C(=NC2=C1C=CC=C2)C(=O)C2=CC=C(C=C2)O ((1H-benzo[d]imidazol-2-yl)(4-hydroxyphenyl)methanone), FC1=NC=CC=C1C1CCC(NCC1)=O (5-(2-fluoropyridin-3-yl)azepan-2-one). Solvent: CN1CCCC1=O (NMP). Conditions: temperature 140 celsius. Yields the product N1C(=NC2=C1C=CC=C2)C(=O)C2=CC=C(OC1=NC=CC=C1C1CCC(CCC1)=O)C=C2 (4-(2-(4-(1H-benzo[d]imidazole-2-carbonyl)phenoxy)pyridin-3-yl)cycloheptanone). Reaction SMILES: [C:1](=[O:4])([O-])[O-].[Cs+].[Cs+].[NH:7]1[C:11]2[CH:12]=[CH:13][CH:14]=[CH:15][C:10]=2[N:9]=[C:8]1[C:16]([C:18]1[CH:23]=[CH:22][C:21]([OH:24])=[CH:20][CH:19]=1)=[O:17].F[C:26]1[C:31]([CH:32]2[CH2:38][CH2:37]N[C:35](=O)[CH2:34][CH2:33]2)=[CH:30][CH:29]=[CH:28][N:27]=1>CN1C(=O)CCC1>[NH:7]1[C:11]2[CH:12]=[CH:13][CH:14]=[CH:15][C:10]=2[N:9]=[C:8]1[C:16]([C:18]1[CH:23]=[CH:22][C:21]([O:24][C:26]2[C:31]([CH:32]3[CH2:33][CH2:34][CH2:35][C:1](=[O:4])[CH2:37][CH2:38]3)=[CH:30][CH:29]=[CH:28][N:27]=2)=[CH:20][CH:19]=1)=[O:17] |f:0.1.2|. Reported procedure: A mixture of cesium carbonate (0.24 g, 0.72 mmol), (1H-benzo[d]imidazol-2-yl)(4-hydroxyphenyl)methanone (0.17 g, 0.72 mmol), and 5-(2-fluoropyridin-3-yl)azepan-2-one (0.050 g, 0.24 mmol) in NMP (0.25 mL) under argon was heated to 140° C. for 36 h. After cooling to room temperature, the mixture was partitioned between ethyl acetate and water. The layers were separated and the organic layer was washed with water several times, dried over anhydrous magnesium sulfate, filtered, and concentrated in v... Reactants: [BH4-], CO, COc1ccc2c(c1)N(C1CCN(CC(=O)c3ccc(F)cc3)CC1)CCC2, [Na+], O. Product: COc1ccc2c(c1)N(C1CCN(CC(O)c3ccc(F)cc3)CC1)CCC2. RXN SMILES: [BH4-:1].[CH3:32][OH:33].[F:3][c:4]1[cH:5][cH:6][c:7]([C:10]([CH2:11][N:12]2[CH2:13][CH2:14][CH:15]([N:18]3[CH2:19][CH2:20][CH2:21][c:22]4[cH:23][cH:24][c:25]([O:28][CH3:29])[cH:26][c:27]43)[CH2:16][CH2:17]2)=[O:30])[cH:8][cH:9]1.[Na+:2].[OH2:31]>>[F:3][c:4]1[cH:5][cH:6][c:7]([CH:10]([CH2:11][N:12]2[CH2:13][CH2:14][CH:15]([N:18]3[CH2:19][CH2:20][CH2:21][c:22]4[cH:23][cH:24][c:25]([O:28][CH3:29])[cH:26][c:27]43)[CH2:16][CH2:17]2)[OH:30])[cH:8][cH:9]1. Starting materials: C1CCNCC1, CCO, CN(C)CCCOc1ccc(Nc2cc(NC3CC3)n3ncc(C=O)c3n2)cc1Cl, O=C1CNC(=O)N1. The product is CN(C)CCCOc1ccc(Nc2cc(NC3CC3)n3ncc(C=C4NC(=O)NC4=O)c3n2)cc1Cl. Reaction SMILES: [CH2:31]1[CH2:32][CH2:33][NH:34][CH2:35][CH2:36]1.[CH3:44][CH2:45][OH:46].[Cl:1][c:2]1[cH:3][c:4]([NH:15][c:16]2[n:17][c:18]3[n:19]([c:20]([NH:22][CH:23]4[CH2:24][CH2:25]4)[cH:21]2)[n:26][cH:27][c:28]3[CH:29]=[O:30])[cH:5][cH:6][c:7]1[O:8][CH2:9][CH2:10][CH2:11][N:12]([CH3:13])[CH3:14].[O:37]=[C:38]1[CH2:39][NH:40][C:41](=[O:42])[NH:43]1>>[Cl:1][c:2]1[cH:3][c:4]([NH:15][c:16]2[n:17][c:18]3[n:19]([c:20]([NH:22][CH:23]4[CH2:24][CH2:25]4)[cH:21]2)[n:26][cH:27][c:28]3[CH:29]=[C:39]2[C:38](=[O:37])[NH:43][C:41](=[O:42])[NH:40]2)[cH:5][cH:6][c:7]1[O:8][CH2:9][CH2:10][CH2:11][N:12]([CH3:13])[CH3:14]. Yields the product FC(C(=O)O)(F)F.C(C)S(=O)(=O)N1CCC(CC1)C1=CNC2=C(C=C(C=C12)C1=CSC(=C1)CN(CCC1=NC=CC=C1)C)C(=O)N (3-[1-(ethylsulfonyl)-4-piperidinyl]-5-[5-({methyl[2-(2-pyridinyl)ethyl]amino}methyl)-3-thienyl]-1H-indole-7-carboxamide trifluoroacetate). Procedure: The title compound was prepared according to the general procedure of 5-(5-{[ethyl(methyl)amino]methyl}-3-thienyl)-3-[1-(ethylsulfonyl)-4-piperidinyl]-1H-indole-7-carboxamide trifluoroacetate, substituting methyl[2-(2-pyridinyl)ethyl]amine (75 mg, 1.0 mmol) for N-methylethanamine to afford 5.0 mg of the title compound (7.36%). Reactants: FC(C(=O)O)(F)F.C(C)N(C)CC1=CC(=CS1)C=1C=C2C(=CNC2=C(C1)C(=O)N)C1CCN(CC1)S(=O)(=O)CC (5-(5-{[ethyl(methyl)amino]methyl}-3-thienyl)-3-[1-(ethylsulfonyl)-4-piperidinyl]-1H-indole-7-carboxamide trifluoroacetate), CNCC (N-methylethanamine). Reaction SMILES: [F:1][C:2]([F:7])([F:6])[C:3]([OH:5])=[O:4].[CH2:8]([N:10]([CH2:12][C:13]1[S:17][CH:16]=[C:15]([C:18]2[CH:19]=[C:20]3[C:24](=[C:25]([C:27]([NH2:29])=[O:28])[CH:26]=2)[NH:23][CH:22]=[C:21]3[CH:30]2[CH2:35][CH2:34][N:33]([S:36]([CH2:39][CH3:40])(=[O:38])=[O:37])[CH2:32][CH2:31]2)[CH:14]=1)[CH3:11])[CH3:9].[CH3:41][NH:42][CH2:43][CH3:44]>>[F:1][C:2]([F:7])([F:6])[C:3]([OH:5])=[O:4].[CH2:39]([S:36]([N:33]1[CH2:34][CH2:35][CH:30]([C:21]2[C:20]3[C:24](=[C:25]([C:27]([NH2:29])=[O:28])[CH:26]=[C:18]([C:15]4[CH:14]=[C:13]([CH2:12][N:10]([CH3:11])[CH2:8][CH2:9][C:43]5[CH:44]=[CH:3][CH:2]=[CH:41][N:42]=5)[S:17][CH:16]=4)[CH:19]=3)[NH:23][CH:22]=2)[CH2:31][CH2:32]1)(=[O:37])=[O:38])[CH3:40] |f:0.1,3.4|. The yield is 7.4%. Starting materials: FC=1C=C(OC2CCN(CC2)CCN)C=CC1F (2-[4-(3,4-difluorophenoxy)-1-piperidinyl]ethylamine), N1=C(C=CC=C1)C1=CC=C(S1)S(=O)(=O)Cl (5-pyridin-2-yl-thiophene-2-sulfonyl chloride). Run at time 12 hour. Yields the product FC=1C=C(OC2CCN(CC2)CCNS(=O)(=O)C=2SC(=CC2)C2=NC=CC=C2)C=CC1F (N-{2-[4-(3,4-difluorophenoxy)-1-piperidinyl]ethyl}-5-(2-pyridinyl)-2-thiophenesulfonamide). Yield: 7.6%. Reaction SMILES: [F:1][C:2]1[CH:3]=[C:4]([CH:15]=[CH:16][C:17]=1[F:18])[O:5][CH:6]1[CH2:11][CH2:10][N:9]([CH2:12][CH2:13][NH2:14])[CH2:8][CH2:7]1.[N:19]1[CH:24]=[CH:23][CH:22]=[CH:21][C:20]=1[C:25]1[S:29][C:28]([S:30](Cl)(=[O:32])=[O:31])=[CH:27][CH:26]=1>>[F:1][C:2]1[CH:3]=[C:4]([CH:15]=[CH:16][C:17]=1[F:18])[O:5][CH:6]1[CH2:7][CH2:8][N:9]([CH2:12][CH2:13][NH:14][S:30]([C:28]2[S:29][C:25]([C:20]3[CH:21]=[CH:22][CH:23]=[CH:24][N:19]=3)=[CH:26][CH:27]=2)(=[O:31])=[O:32])[CH2:10][CH2:11]1. Procedure: To a solution of 5-pyridin-2-yl-thiophene-2-sulfonyl chloride (0.213 g) [in CH2Cl2 (10 ml)] was added a solution of the product of Example 4, Step (b) (0.210 g) [in CH2Cl2 (5 ml) and pyridine (0.066 ml)]. The reaction was left to stir for 12 hrs. The reaction mixture was washed with saturated aqueous NaCl solution and the organics separated and dried and then filtered. The solvents were evaporated and the product purified by using reverse phase HPLC {with a gradient eluent system [25% MeCN/NH4OA...